From a dataset of the Open Reaction Database (ORD), a public repository of structured organic reaction records. describe an organic reaction: reactants, conditions, products, and yield Reactants: O=C1C=C(OC2=CC=C(C=C12)C1=CC=C(C=O)C=C1)C1=CC=CC=C1 (4-(4-Oxo-2-phenyl-4H-chromen-6-yl)benzaldehyde), Cl.N(C)CC(=O)O (sarcosine hydrochloride), CN1CCC(=C2C=3C=CC=CC3CCC4=C2N=CC=C4)CC1 (azatadine), C(C1=CC=CC=C1)=O (benzaldehyde). Yields the product O=C1C=C(OC2=CC=C(C=C12)C1=CC=C(CN2CC(C2)C(=O)OC)C=C1)C1=CC=CC=C1 (Methyl 1-(4-(4-oxo-2-phenyl-4H-chromen-6-yl)benzyl)azetidine-3-carboxylate). Yield: 31.0%. Reaction SMILES: [O:1]=[C:2]1[C:11]2[C:6](=[CH:7][CH:8]=[C:9]([C:12]3[CH:19]=[CH:18][C:15]([CH:16]=O)=[CH:14][CH:13]=3)[CH:10]=2)[O:5][C:4]([C:20]2[CH:25]=[CH:24][CH:23]=[CH:22][CH:21]=2)=[CH:3]1.[CH3:26][N:27]1CCC(=C2C3N=CC=CC=3CCC3C=CC=CC2=3)C[CH2:28]1.[CH:48](=O)C1C=CC=CC=1.Cl.N([CH2:59][C:60]([OH:62])=[O:61])C>>[O:1]=[C:2]1[C:11]2[C:6](=[CH:7][CH:8]=[C:9]([C:12]3[CH:19]=[CH:18][C:15]([CH2:16][N:27]4[CH2:28][CH:59]([C:60]([O:62][CH3:48])=[O:61])[CH2:26]4)=[CH:14][CH:13]=3)[CH:10]=2)[O:5][C:4]([C:20]2[CH:25]=[CH:24][CH:23]=[CH:22][CH:21]=2)=[CH:3]1 |f:3.4|. Procedure details: When the product of Step C and azatadine 3 methylcarboxylate hydrochloride were substituted for -(5-(((4-fluorophenyl))isopropyl)amino)methyl)thiophen-2-yl)benzaldehyde and sarcosine hydrochloride, respectively, as in Example 22, Step C, the similar procedure afforded the title compound in 31% yield, as light green paste. 1H-NMR (CDCl3) 8.43 (d, 1H, J=2.29 Hz); 7.96-7.91 (m, 3H); 7.63 (d, 3H); 7.54-7.39 (m, 3H); 7.38 (d, 2H, J=8.18 Hz); 6.85 (s, 1H); 3.73 (s, 3H); 3.71 (s, 2H); 3.71-3.62 (broad,... Reactants: FC1=C(C=C(C=C1)N1CCNCC1)C1=NC2=C(N1)C=CC=C2 (2-(2-Fluoro-5-piperazin-1-yl-phenyl)-1H-benzoimidazole), C(C)(C)N(C(C)C)CC (N,N-diisopropylethylamine), C1=CN(C=N1)C(=O)N2C=CN=C2 (CDI). The solvent is C(C)#N (acetonitrile). Reaction conditions: time 5 hour. Product: N1C(=NC2=C1C=CC=C2)C=2C=C(C=CC2F)N2CCN(CC2)C(CN(C)C)=O (1-{4-[3-(1H-Benzoimidazol-2-yl)-4-fluoro-phenyl]-piperazin-1-yl}-2-dimethylamino-ethanone). Isolated yield 47.6%. Reaction SMILES: C1N=CN(C(N2C=NC=C2)=[O:7])C=1.[F:13][C:14]1[CH:19]=[CH:18][C:17]([N:20]2[CH2:25][CH2:24][NH:23][CH2:22][CH2:21]2)=[CH:16][C:15]=1[C:26]1[NH:30][C:29]2[CH:31]=[CH:32][CH:33]=[CH:34][C:28]=2[N:27]=1.[CH:35]([N:38]([CH2:42]C)[CH:39](C)C)(C)[CH3:36]>C(#N)C>[NH:30]1[C:29]2[CH:31]=[CH:32][CH:33]=[CH:34][C:28]=2[N:27]=[C:26]1[C:15]1[CH:16]=[C:17]([N:20]2[CH2:25][CH2:24][N:23]([C:36](=[O:7])[CH2:35][N:38]([CH3:42])[CH3:39])[CH2:22][CH2:21]2)[CH:18]=[CH:19][C:14]=1[F:13]. Procedure details: CDI (0.052 g, 0.32 mmol) was added to a solution of N,N-dimethylglicine (0.033 g, 0.32 mmol) in acetonitrile (2.50 mL). The resulting solution was stirred at room temperature for 5 hours. Then 2-(2-Fluoro-5-piperazin-1-yl-phenyl)-1H-benzoimidazole (0.10 g, 0.27 mmol) and N,N-diisopropylethylamine (DIPEA) (0.11 mL, 0.6 mmol) were added and reaction was heated at 65° C. overnight. Reaction was cooled to room temperature and solvent was removed under reduced pressure. DCM (2 mL) was added to the cr... Starting materials: CCCC[N+](CCCC)(CCCC)CCCC.[F-] (TBAF), C1CCOC1 (THF). Product: FCC1CCC(N1C)=O (5-Fluoromethyl-1-Methyl-2-Pyrrolidinone). Reaction SMILES: CCCC[N+:5]([CH2:14][CH2:15][CH2:16]C)([CH2:10][CH2:11]CC)[CH2:6]CCC.[F-:18].C1C[O:22]CC1>>[F:18][CH2:11][CH:10]1[N:5]([CH3:6])[C:14](=[O:22])[CH2:15][CH2:16]1 |f:0.1|. Procedure details: 5-Hydroxymethyl-1-methyl-2-pyrrolidinone (see step 2 of Example 1B) and trifluoromethanesulfonic anhydride are reacted in CH2Cl2 and pyridine at 0° C. to give the trifluoromethylsulfonate ester, which is treated with TBAF in THF solution to give the title compound.